From a dataset of the Open Reaction Database (ORD), a public repository of structured organic reaction records. describe an organic reaction: reactants, conditions, products, and yield Reactants: C[Si](C)(C)N=[N+]=[N-] (trimethylsilylazide), C(CCC)[Sn](CCCC)=O (dibutyltinoxide), C(#N)C(C)N1C2=C(CCC3=C1C=CC=C3)C=C(C=C2)CN2C(=NC=3C2=NC(=CC3C)C)CC (5-(1-Cyanoethyl)-2-(2-ethyl-5,7-dimethyl-3H-imidazo[4,5-b]pyridin-3-yl)methyl-10,11-dihydro-5H-dibenzo[b,f]azepine). Run in C1(=CC=CC=C1)C (toluene). Run at temperature 70 celsius, time 2 day. Product: C(C)C1=NC=2C(=NC(=CC2C)C)N1CC1=CC2=C(N(C3=C(CC2)C=CC=C3)C(C)C3=NN=NN3)C=C1 (2-(2-ethyl-5,7-dimethyl-3H-imidazo[4,5-b]pyridin-3-yl)methyl-5-[1-(1H-tetrazol-5-yl)ethyl]-10,11-dihydro-5H-dibenzo[b,f]azepine). Yield: 62.2%. RXN SMILES: [C:1]([CH:3]([N:5]1[C:11]2[CH:12]=[CH:13][CH:14]=[CH:15][C:10]=2[CH2:9][CH2:8][C:7]2[CH:16]=[C:17]([CH2:20][N:21]3[C:25]4=[N:26][C:27]([CH3:31])=[CH:28][C:29]([CH3:30])=[C:24]4[N:23]=[C:22]3[CH2:32][CH3:33])[CH:18]=[CH:19][C:6]1=2)[CH3:4])#[N:2].C[Si]([N:38]=[N+:39]=[N-:40])(C)C.C([Sn](=O)CCCC)CCC>C1(C)C=CC=CC=1>[CH2:32]([C:22]1[N:21]([CH2:20][C:17]2[CH:18]=[CH:19][C:6]3[N:5]([CH:3]([C:1]4[NH:40][N:39]=[N:38][N:2]=4)[CH3:4])[C:11]4[CH:12]=[CH:13][CH:14]=[CH:15][C:10]=4[CH2:9][CH2:8][C:7]=3[CH:16]=2)[C:25]2=[N:26][C:27]([CH3:31])=[CH:28][C:29]([CH3:30])=[C:24]2[N:23]=1)[CH3:33]. Procedure: 5-(1-Cyanoethyl)-2-(2-ethyl-5,7-dimethyl-3H-imidazo[4,5-b]pyridin-3-yl)methyl-10,11-dihydro-5H-dibenzo[b,f]azepine (520 mg, 1.19 mmol) obtained in step 1 of Example 19 was dissolved in toluene (12 mL), and the solution was added with trimethylsilylazide (2.54 mL, 19.1 mmol) and dibutyltinoxide (177 mg, 0.71 mmol), followed by stirring at 70° C. for 2 days. The mixture was concentrated under reduced pressure, and the residue was purified by silica gel column chromatography (chloroform/methanol=25...